Dataset: the Open Reaction Database (ORD), a public repository of structured organic reaction records. Task: describe an organic reaction: reactants, conditions, products, and yield The reactants are C(N)(O)=O.N(CCO)CCO (diethanolamine carbamate). Solvent: C1=CC=CC=C1 (benzene). The product is C(=O)=O (carbon dioxide), N(CCO)CCO (diethanolamine). RXN SMILES: [C:1](=[O:4])([OH:3])N.[NH:5]([CH2:9][CH2:10][OH:11])[CH2:6][CH2:7][OH:8]>C1C=CC=CC=1>[C:1](=[O:4])=[O:3].[NH:5]([CH2:9][CH2:10][OH:11])[CH2:6][CH2:7][OH:8] |f:0.1|. Procedure: In this example, it was asserted that a white, pulverulent diethanolamine carbamate was obtained by the introduction of carbon dioxide into a solution of diethanolamine in benzene. Starting materials: CC=O, Cl, [Na+], [OH-], O, O=c1ccocc1O. Product: CC(O)c1occc(=O)c1O. Reaction SMILES: [CH:11]([CH3:12])=[O:13].[ClH:14].[Na+:10].[OH-:9].[OH2:15].[OH:1][c:2]1[cH:3][o:4][cH:5][cH:6][c:7]1=[O:8]>>[OH:1][c:2]1[c:3]([CH:11]([CH3:12])[OH:13])[o:4][cH:5][cH:6][c:7]1=[O:8]. Starting materials: BrCc1cc(-c2ccccc2)no1, C1N2CN3CN1CN(C2)C3, ClC(Cl)Cl. Yields the product [Br-], c1ccc(-c2cc(C[N+]34CN5CN(CN(C5)C3)C4)on2)cc1. RXN SMILES: [Br:1][CH2:2][c:3]1[cH:4][c:5](-[c:8]2[cH:9][cH:10][cH:11][cH:12][cH:13]2)[n:6][o:7]1.[CH2:14]1[N:15]2[CH2:16][N:17]3[CH2:18][N:19]1[CH2:20][N:21]([CH2:22]2)[CH2:23]3.[CH:24]([Cl:25])([Cl:26])[Cl:27]>>[Br-:1].[CH2:2]([c:3]1[cH:4][c:5](-[c:8]2[cH:9][cH:10][cH:11][cH:12][cH:13]2)[n:6][o:7]1)[N+:15]12[CH2:14][N:19]3[CH2:18][N:17]([CH2:16]1)[CH2:23][N:21]([CH2:20]3)[CH2:22]2.